This data is from the Open Reaction Database (ORD), a public repository of structured organic reaction records. The task is: describe an organic reaction: reactants, conditions, products, and yield Reactants: C([C@@H]1[C@@H]2[C@@H]([C@H]([C@H](O1)O[C@@H]3[C@H](O[C@@H]([C@@H]([C@H]3O)O)O[C@@H]4[C@H](O[C@@H]([C@@H]([C@H]4O)O)O[C@@H]5[C@H](O[C@@H]([C@@H]([C@H]5O)O)O[C@@H]6[C@H](O[C@@H]([C@@H]([C@H]6O)O)O[C@@H]7[C@H](O[C@@H]([C@@H]([C@H]7O)O)O[C@@H]8[C@H](O[C@H](O2)[C@@H]([C@H]8O)O)CO)CO)CO)CO)CO)CO)O)O)O (β-Cyclodextrin), [OH-].[Na+] (sodium hydroxide), C1C(C)O1 (propylene oxide). Conditions: time 5 hour. Product: CC(COC[C@@H]1[C@@H]2[C@@H]([C@H]([C@H](O1)O[C@@H]3[C@H](O[C@@H]([C@@H]([C@H]3O)O)O[C@@H]4[C@H](O[C@@H]([C@@H]([C@H]4O)O)O[C@@H]5[C@H](O[C@@H]([C@@H]([C@H]5O)O)O[C@@H]6[C@H](O[C@@H]([C@@H]([C@H]6O)O)O[C@@H]7[C@H](O[C@@H]([C@@H]([C@H]7O)O)O[C@@H]8[C@H](O[C@H](O2)[C@@H]([C@H]8O)O)COCC(C)O)COCC(C)O)COCC(C)O)COCC(C)O)COCC(C)O)COCC(C)O)O)O)O (Hydroxypropyl-β-cyclodextrin). As a reaction SMILES: [CH2:1]([OH:77])[C@H:2]1[O:7][C@@H:6]2[O:8][C@H:9]3[C@H:14]([OH:15])[C@@H:13]([OH:16])[C@@H:12]([O:17][C@H:18]4[C@H:23]([OH:24])[C@@H:22]([OH:25])[C@@H:21]([O:26][C@H:27]5[C@H:32]([OH:33])[C@@H:31]([OH:34])[C@@H:30]([O:35][C@H:36]6[C@H:41]([OH:42])[C@@H:40]([OH:43])[C@@H:39]([O:44][C@H:45]7[C@H:50]([OH:51])[C@@H:49]([OH:52])[C@@H:48]([O:53][C@H:54]8[C@H:60]([OH:61])[C@@H:59]([OH:62])[C@@H:57]([O:58][C@H:3]1[C@H:4]([OH:76])[C@H:5]2[OH:75])[O:56][C@@H:55]8[CH2:63][OH:64])[O:47][C@@H:46]7[CH2:65][OH:66])[O:38][C@@H:37]6[CH2:67][OH:68])[O:29][C@@H:28]5[CH2:69][OH:70])[O:20][C@@H:19]4[CH2:71][OH:72])[O:11][C@@H:10]3[CH2:73][OH:74].[OH-:78].[Na+].[CH2:80]1[O:83][CH:81]1[CH3:82]>>[CH3:1][CH:2]([OH:7])[CH2:3][O:70][CH2:69][C@H:28]1[O:29][C@@H:30]2[O:35][C@H:36]3[C@H:41]([OH:42])[C@@H:40]([OH:43])[C@@H:39]([O:44][C@H:45]4[C@H:50]([OH:51])[C@@H:49]([OH:52])[C@@H:48]([O:53][C@H:54]5[C@H:60]([OH:61])[C@@H:59]([OH:62])[C@@H:57]([O:58][C@H:3]6[C@H:4]([OH:76])[C@@H:5]([OH:75])[C@@H:6]([O:8][C@H:9]7[C@H:14]([OH:15])[C@@H:13]([OH:16])[C@@H:12]([O:17][C@H:18]8[C@H:23]([OH:24])[C@@H:22]([OH:25])[C@@H:21]([O:26][C@H:27]1[C@H:32]([OH:33])[C@H:31]2[OH:34])[O:20][C@@H:19]8[CH2:71][O:72][CH2:4][CH:5]([OH:78])[CH3:6])[O:11][C@@H:10]7[CH2:73][O:74][CH2:14][CH:9]([OH:8])[CH3:10])[O:7][C@@H:2]6[CH2:1][O:77][CH2:28][CH:27]([OH:26])[CH3:32])[O:56][C@@H:55]5[CH2:63][O:64][CH2:37][CH:36]([OH:35])[CH3:41])[O:47][C@@H:46]4[CH2:65][O:66][CH2:19][CH:18]([OH:17])[CH3:23])[O:38][C@@H:37]3[CH2:67][O:68][CH2:80][CH:81]([OH:83])[CH3:82] |f:1.2|. Reported procedure: β-Cyclodextrin (500 g hydrate, i.e., 432 g anhydous, 0.382 mole) was as above dissolved in a solution of sodium hydroxide (45 g, 1.1 mole in 750 mL distilled water, i.e., 5.7% W/W) and under the same conditions as above treated with propylene oxide (260 mL, 217 g, 3.73 mole). The reaction mixture was left for five hours in an ice bath and kept at room temperature for two days. After processing similar to that described above and including extraction of oligopropylene glycols with acetone a white... The reactants are C(C)OC(CC)OCC (Propioaldehyde diethyl acetal), cuprous iodide, N1CCCCC1 (piperidine), C1(=CC=CC=C1)P(C1=CC=CC=C1)C1=CC=CC=C1 (triphenylphosphine), CN(C)C=O (DMF). The reagents and catalysts are C(C)(=O)[O-].[Pd+2].C(C)(=O)[O-] (palladium acetate). The solvent is CCOC(=O)C (EtOAc). Conditions: time 6 hour. The product is C(C)OC(C1=CC=2C=NC=CC2O1)OCC (2-(diethoxymethyl)furo[3,2-c]pyridine). Isolated yield 64.0%. As a reaction SMILES: C1(P(C2C=CC=CC=2)C2C=CC=CC=2)C=CC=CC=1.[CH2:20]([O:22][CH:23]([O:26][CH2:27][CH3:28])[CH2:24][CH3:25])[CH3:21].[NH:29]1[CH2:34][CH2:33][CH2:32][CH2:31][CH2:30]1.CN(C=[O:39])C>CCOC(C)=O.C([O-])(=O)C.[Pd+2].C([O-])(=O)C>[CH2:20]([O:22][CH:23]([O:26][CH2:27][CH3:28])[C:24]1[O:39][C:32]2[CH:33]=[CH:34][N:29]=[CH:30][C:31]=2[CH:25]=1)[CH3:21] |f:5.6.7|. Procedure: C10 (3.5 g, 15.8 mmol) is added to a suspension of triphenylphosphine (166 mg, 0.63 mmol) and palladium acetate (71 mg, 0.32 mmol) in 25 mL DMF in dry flask under N2. Propioaldehyde diethyl acetal (2.3 mL, 15.8 mmol), cuprous iodide (120 mg, 0.63 mmol), and piperidine (1.6 mL, 16 mmol), are added successively, and the reaction is stirred 6 h at rt. The mixture is diluted with 125 mL EtOAc, is extracted with 4×50 mL 50% saturated 1:1 NaCl/NaHCO3, and the organic layer is dried over anhydrous Na2S... Starting materials: C(=O)([O-])[O-].[Cs+].[Cs+] (Cs2CO3), BrC1=CC=C(C=C1)S(=O)(=O)O[C@H]1C[C@H](N(C1)C(=O)OC(C)(C)C)C(=O)OC (1-tert-butyl 2-methyl (2S,4S)-4-{[(4-bromophenyl)sulfonyl]oxy}pyrrolidine-1,2-dicarboxylate), C(C=C)C1CN(C2=CC=CC=3C2(C1O)N=CC3)C (3-allyl-1-methyl-3H-pyrrolo[2,3-e]quinolin-4-ol). Solvent: CN1CCCC1=O (NMP), CCOC(=O)C (EtOAc), Cl (HCl). Reaction conditions: temperature 60 celsius. Yields the product C(C=C)C1CN(C2=CC=CC=3C2(C1O[C@@H]1C[C@H](N(C1)C(=O)OC(C)(C)C)C(=O)OC)N=CC3)C (1-tert-Butyl 2-methyl (2S,4R)-4-[(3-allyl-1-methyl-3H-pyrrolo[2,3-e]quinolin-4-yl)oxy]pyrrolidine-1,2-dicarboxylate). The yield is 44.0%. RXN SMILES: C([O-])([O-])=O.[Cs+].[Cs+].BrC1C=CC(S([O:17][C@@H:18]2[CH2:22][N:21]([C:23]([O:25][C:26]([CH3:29])([CH3:28])[CH3:27])=[O:24])[C@H:20]([C:30]([O:32][CH3:33])=[O:31])[CH2:19]2)(=O)=O)=CC=1.[CH2:34]([CH:37]1[CH:46](O)[C:45]23[N:48]=[CH:49][CH:50]=[C:44]2[CH:43]=[CH:42][CH:41]=[C:40]3[N:39]([CH3:51])[CH2:38]1)[CH:35]=[CH2:36]>CN1C(=O)CCC1.CCOC(C)=O.Cl>[CH2:34]([CH:37]1[CH:46]([O:17][C@H:18]2[CH2:22][N:21]([C:23]([O:25][C:26]([CH3:27])([CH3:28])[CH3:29])=[O:24])[C@H:20]([C:30]([O:32][CH3:33])=[O:31])[CH2:19]2)[C:45]23[N:48]=[CH:49][CH:50]=[C:44]2[CH:43]=[CH:42][CH:41]=[C:40]3[N:39]([CH3:51])[CH2:38]1)[CH:35]=[CH2:36] |f:0.1.2|. Reported procedure: Cs2CO3 (8.20 g, 25.20 mmol) and 1-tert-butyl 2-methyl (2S,4S)-4-{[(4-bromophenyl)sulfonyl]oxy}pyrrolidine-1,2-dicarboxylate (3.80 g, 8.18 mmol) were added in sequence to a solution of 3-allyl-1-methyl-3H-pyrrolo[2,3-e]quinolin-4-ol (1.50 g, 6.29 mmol) in NMP (42 mL). The mixture was heated at 60° C. for 12 h, then cooled and diluted with EtOAc and aqueous HCl (1 N). The organic layer was separated, washed with brine and dried over Na2SO4. Filtration and removal of the volatiles gave a residue th... The reactants are FC(C1=C(C=CC=C1)C1=NC=C(C=C1)C(=O)O)(F)F (2-(2-Trifluoromethylphenyl)-5-carboxypyridine), [H-].[Al+3].[Li+].[H-].[H-].[H-] (lithium aluminum hydride). Reaction conditions: time 16 hour. RXN SMILES: [F:1][C:2]([F:19])([F:18])[C:3]1[CH:8]=[CH:7][CH:6]=[CH:5][C:4]=1[C:9]1[CH:14]=[CH:13][C:12]([C:15](O)=[O:16])=[CH:11][N:10]=1.[H-].[Al+3].[Li+].[H-].[H-].[H-]>O1CCCC1>[F:18][C:2]([F:1])([F:19])[C:3]1[CH:8]=[CH:7][CH:6]=[CH:5][C:4]=1[C:9]1[CH:14]=[CH:13][C:12]([CH2:15][OH:16])=[CH:11][N:10]=1 |f:1.2.3.4.5.6|. Procedure: To a solution of 2-(2-Trifluoromethylphenyl)-5-carboxypyridine (220 mg, 1.23 mmol) in tetrahydrofuran (10 mL) at 0° C. was added 1.0M lithium aluminum hydride in tetrahydrofuran (1.23 mL, 1.23 mmol) over 10 minutes. The reaction was allowed to stir at ambient temperature for 16 hours, cooled to 0° C., and quenched by dropwise addition of water (0.05 mL), 2.5N aq. NaOH (0.05 mL), and water (0.15 mL). Sodium sulfate was added, the reaction filtered through a pad of Celite and the filtrate evaporat... The solvent is O1CCCC1 (tetrahydrofuran), O1CCCC1 (tetrahydrofuran). The product is FC(C1=C(C=CC=C1)C1=NC=C(C=C1)CO)(F)F (2-(2-Trifluoromethylphenyl)-5-hydroxymethylpyridine).